The task is: describe an organic reaction: reactants, conditions, products, and yield. This data is from the Open Reaction Database (ORD), a public repository of structured organic reaction records. Reactants: CCOC(=O)c1c(NC(=O)C2C(C)(C)C2(C)C)sc2c1CCCC2, NCCCCO. The product is CC1(C)C(C(=O)Nc2sc3c(c2C(=O)NCCCCO)CCCC3)C1(C)C. As a reaction SMILES: [CH3:1][C:2]1([CH3:24])[CH:3]([C:7](=[O:8])[NH:9][c:10]2[s:11][c:12]3[c:13]([c:14]2[C:15](=[O:16])[O:17][CH2:18][CH3:19])[CH2:20][CH2:21][CH2:22][CH2:23]3)[C:4]1([CH3:5])[CH3:6].[NH2:25][CH2:26][CH2:27][CH2:28][CH2:29][OH:30]>>[CH3:1][C:2]1([CH3:24])[CH:3]([C:7](=[O:8])[NH:9][c:10]2[s:11][c:12]3[c:13]([c:14]2[C:15](=[O:16])[NH:25][CH2:26][CH2:27][CH2:28][CH2:29][OH:30])[CH2:20][CH2:21][CH2:22][CH2:23]3)[C:4]1([CH3:5])[CH3:6]. The reactants are COC=1C=C(C=C(C1OC)OC)CCN(C(C(CC)O)CC)C (4-[[2-(3,4,5-trimethoxyphenyl)ethyl](methyl)amino]hexan-3-ol), FC1=CC=C(C=C1)[N+](=O)[O-] (1-fluoro-4-nitrobenzene). Product: C(C)C(C(CC)OC1=CC=C(C=C1)[N+](=O)[O-])N(CCC1=CC(=C(C(=C1)OC)OC)OC)C (N-[1-Ethyl-2-(4-nitrophenoxy)butyl]-N-methyl-3,4,5-trimethoxybenzeneethanamine). Reaction SMILES: [CH3:1][O:2][C:3]1[CH:4]=[C:5]([CH2:13][CH2:14][N:15]([CH3:23])[CH:16]([CH2:21][CH3:22])[CH:17]([OH:20])[CH2:18][CH3:19])[CH:6]=[C:7]([O:11][CH3:12])[C:8]=1[O:9][CH3:10].F[C:25]1[CH:30]=[CH:29][C:28]([N+:31]([O-:33])=[O:32])=[CH:27][CH:26]=1>>[CH2:21]([CH:16]([N:15]([CH3:23])[CH2:14][CH2:13][C:5]1[CH:6]=[C:7]([O:11][CH3:12])[C:8]([O:9][CH3:10])=[C:3]([O:2][CH3:1])[CH:4]=1)[CH:17]([O:20][C:25]1[CH:30]=[CH:29][C:28]([N+:31]([O-:33])=[O:32])=[CH:27][CH:26]=1)[CH2:18][CH3:19])[CH3:22]. Reported procedure: In a manner similar to Preparation 2, react 4-[[2-(3,4,5-trimethoxyphenyl)ethyl](methyl)amino]hexan-3-ol with 1-fluoro-4-nitrobenzene to obtain the title compound. Reactants: COC(=O)c1scc(Br)c1O, O=C([O-])[O-], COCCOC, [Cs+], [Cs+], O=c1cc(N2CCOCC2)oc2c(B(O)O)csc12, c1ccc(P(c2ccccc2)(c2ccccc2)[Pd](P(c2ccccc2)(c2ccccc2)c2ccccc2)(P(c2ccccc2)(c2ccccc2)c2ccccc2)P(c2ccccc2)(c2ccccc2)c2ccccc2)cc1. Yields the product COC(=O)c1scc(-c2csc3c(=O)cc(N4CCOCC4)oc23)c1O. RXN SMILES: [Br:26][c:27]1[c:28]([OH:36])[c:29]([C:32](=[O:33])[O:34][CH3:35])[s:30][cH:31]1.[C:20](=[O:21])([O-:22])[O-:23].[CH2:114]([CH2:115][O:116][CH3:117])[O:118][CH3:119].[Cs+:24].[Cs+:25].[O:1]1[CH2:2][CH2:3][N:4]([c:7]2[cH:8][c:9](=[O:19])[c:10]3[c:11]([o:12]2)[c:13]([B:16]([OH:17])[OH:18])[cH:14][s:15]3)[CH2:5][CH2:6]1.[cH:37]1[cH:38][cH:39][c:40]([P:41]([Pd:42]([P:43]([c:44]2[cH:45][cH:46][cH:47][cH:48][cH:49]2)([c:50]2[cH:51][cH:52][cH:53][cH:54][cH:55]2)[c:56]2[cH:57][cH:58][cH:59][cH:60][cH:61]2)([P:62]([c:63]2[cH:64][cH:65][cH:66][cH:67][cH:68]2)([c:69]2[cH:70][cH:71][cH:72][cH:73][cH:74]2)[c:75]2[cH:76][cH:77][cH:78][cH:79][cH:80]2)[P:81]([c:82]2[cH:83][cH:84][cH:85][cH:86][cH:87]2)([c:88]2[cH:89][cH:90][cH:91][cH:92][cH:93]2)[c:94]2[cH:95][cH:96][cH:97][cH:98][cH:99]2)([c:100]2[cH:101][cH:102][cH:103][cH:104][cH:105]2)[c:106]2[cH:107][cH:108][cH:109][cH:110][cH:111]2)[cH:112][cH:113]1>>[O:1]1[CH2:2][CH2:3][N:4]([c:7]2[cH:8][c:9](=[O:19])[c:10]3[c:11]([o:12]2)[c:13](-[c:27]2[c:28]([OH:36])[c:29]([C:32](=[O:33])[O:34][CH3:35])[s:30][cH:31]2)[cH:14][s:15]3)[CH2:5][CH2:6]1. Starting materials: C(C)OC([C@H](C)NC([C@H](C(C)(C)C)N)=O)=O ((S)-2-((S)-2-Amino-3,3-dimethyl-butyrylamino)-propionic acid ethyl ester), CN1CCOCC1 (N-methylmorpholine), CN1CCC(CC1)C(=O)O (1-Methyl-piperidine-4-carboxylic acid), C(C(C)C)OC(=O)Cl (isobutylchloroformate). Run in CN(C)C=O (DMF). Yields the product C(C)OC([C@H](C)NC([C@H](C(C)(C)C)NC(=O)C1CCN(CC1)C)=O)=O ((S)-2-{(S)-3,3-Dimethyl-2-[(1-methyl-piperidine-4-carbonyl)-amino]-butyrylamino}-propionic acid ethyl ester). RXN SMILES: [CH2:1]([O:3][C:4](=[O:16])[C@@H:5]([NH:7][C:8](=[O:15])[C@@H:9]([NH2:14])[C:10]([CH3:13])([CH3:12])[CH3:11])[CH3:6])[CH3:2].[CH3:17][N:18]1[CH2:23][CH2:22][CH:21]([C:24](O)=[O:25])[CH2:20][CH2:19]1.C(OC(Cl)=O)C(C)C.CN1CCOCC1>CN(C=O)C>[CH2:1]([O:3][C:4](=[O:16])[C@@H:5]([NH:7][C:8](=[O:15])[C@@H:9]([NH:14][C:24]([CH:21]1[CH2:22][CH2:23][N:18]([CH3:17])[CH2:19][CH2:20]1)=[O:25])[C:10]([CH3:11])([CH3:13])[CH3:12])[CH3:6])[CH3:2]. Procedure: For compound (A48) (S)-2-((S)-2-Amino-3,3-dimethyl-butyrylamino)-propionic acid ethyl ester was coupled with 1-Methyl-piperidine-4-carboxylic acid using isobutylchloroformate and N-methylmorpholine in DMF to give (S)-2-{(S)-3,3-Dimethyl-2-[(1-methyl-piperidine-4-carbonyl)-amino]-butyrylamino}-propionic acid ethyl ester. This was then quaternised with MeI in DCM-acetone and subsequently hydrolysed using an hydroxide resin such as Ambersep 900-OH resin. Reactants: [Li] (lithium), O (water), 3,3, N (ammonia), [Li] (lithium), C1OC23[C@]4(C)[C@@H](CC2(OCCO3)OC1)[C@@H]1CC=C3CCCC[C@@H]3C1=C(C4)C4=CC=C(C=C4)OC (17,17-bis-(ethylenedioxy)-11-(4-methoxyphenyl)-5,9(11)-oestradiene). Solvent: O1CCCC1 (tetrahydrofuran). Reaction conditions: time 20 minute. The product is C1OC23[C@]4(C)[C@@H](CC2(OCCO3)OC1)[C@@H]1CC=C3CCCC[C@@H]3[C@H]1[C@H](C4)C4=CC=C(C=C4)OC (17,17-bis-(ethylenedioxy)-11β-(4-methoxyphenyl)-5-oestrene), 9(11)-oestradiene. RXN SMILES: N.[Li].[CH2:3]1[CH2:16][O:15][C:10]23[O:11][CH2:12][CH2:13][O:14][C:5]2([C@:6]2([CH2:28][C:27]([C:29]4[CH:34]=[CH:33][C:32]([O:35][CH3:36])=[CH:31][CH:30]=4)=[C:26]4[C@@H:17]([CH2:18][CH:19]=[C:20]5[C@@H:25]4[CH2:24][CH2:23][CH2:22][CH2:21]5)[C@@H:8]2[CH2:9]3)[CH3:7])[O:4]1.O>O1CCCC1>[CH2:13]1[CH2:12][O:11][C:10]23[O:15][CH2:16][CH2:3][O:4][C:5]2([C@:6]2([CH2:28][C@H:27]([C:29]4[CH:34]=[CH:33][C:32]([O:35][CH3:36])=[CH:31][CH:30]=4)[C@H:26]4[C@@H:17]([CH2:18][CH:19]=[C:20]5[C@@H:25]4[CH2:24][CH2:23][CH2:22][CH2:21]5)[C@@H:8]2[CH2:9]3)[CH3:7])[O:14]1 |^1:1|. Procedure details: 800 ml of ammonia are condensed at -70° C. and 1.39 g of lithium are added. After the characteristic blue colouring appears, 18.6 g (40 mmol) of 3,3;17,17-bis-(ethylenedioxy)-11-(4-methoxyphenyl)-5,9(11)-oestradiene dissolved in 400 ml of tetrahydrofuran are added dropwise. After stirring the mixture for 20 minutes, the excess lithium is decomposed by the addition of water, and the ammonia is evaporated off. The reaction mixture is poured onto saturated ammonium chloride solution and the aqueous... Starting materials: C(C)(C)N(CC[C@H](C1=CC=CC=C1)C1=C(C=CC(=C1)C)O)C(C)C (2-[(1R)-3-(diisopropylamino)-1-phenylpropyl]-4-methylphenol), C(C)(=O)Cl (acetylchloride). Product: C(C)(=O)OC1=C(C=C(C=C1)C)[C@H](CCN(C(C)C)C(C)C)C1=CC=CC=C1 (2-[(1R)-3-(diisopropylamino)-1-phenylpropyl]-4-methylphenyl acetate). RXN SMILES: [CH:1]([N:4]([CH:22]([CH3:24])[CH3:23])[CH2:5][CH2:6][C@@H:7]([C:14]1[CH:19]=[C:18]([CH3:20])[CH:17]=[CH:16][C:15]=1[OH:21])[C:8]1[CH:13]=[CH:12][CH:11]=[CH:10][CH:9]=1)([CH3:3])[CH3:2].[C:25](Cl)(=[O:27])[CH3:26]>>[C:25]([O:21][C:15]1[CH:16]=[CH:17][C:18]([CH3:20])=[CH:19][C:14]=1[C@@H:7]([C:8]1[CH:13]=[CH:12][CH:11]=[CH:10][CH:9]=1)[CH2:6][CH2:5][N:4]([CH:1]([CH3:3])[CH3:2])[CH:22]([CH3:24])[CH3:23])(=[O:27])[CH3:26]. Procedure details: A solution of 2-[(1R)-3-(diisopropylamino)-1-phenylpropyl]-4-methylphenol (0.9 g) in acetylchloride (20 ml) is stirred at room temperature for 18 h. The acetyl chloride is evaporated, ether is added, and the precipitate of 2-(1R)-3-(diisopropylamino)-1-phenylpropyl]-4-methylphenyl acetate hydrochloride is filtered off; mp 126-130° C. Anal Calcd for C24H33NO2.HCl: C, 71.35; H, 8.48; Cl, 8.78; N, 3.47. Found: C, 71.02; H, 8.30; Cl, 8.64; N, 3.43. [α]D (c=1, MeOH) +11°. The reactants are BrC=1C=C(C=CC1O)C1=CC=C(C=C1)C(C)=O (3'-bromo-4'-hydroxy-4-acetylbiphenyl), C1(=CC=C(C=C1)S(=O)(=O)OC(CCCCCC)C)C (1-methylheptyl p-toluenesulfonate), [OH-].[K+] (potassium hydroxide). Run in C(C)O (ethanol). Product: BrC=1C=C(C=CC1OC(CCCCCC)C)C1=CC=C(C=C1)C(C)=O (3'-bromo-4'-(1-methylheptyloxy)-4-acetylbiphenyl). As a reaction SMILES: [Br:1][C:2]1[CH:3]=[C:4]([C:9]2[CH:14]=[CH:13][C:12]([C:15](=[O:17])[CH3:16])=[CH:11][CH:10]=2)[CH:5]=[CH:6][C:7]=1[OH:8].C1(C)C=CC(S(O[CH:28]([CH3:35])[CH2:29][CH2:30][CH2:31][CH2:32][CH2:33][CH3:34])(=O)=O)=CC=1.[OH-].[K+]>C(O)C>[Br:1][C:2]1[CH:3]=[C:4]([C:9]2[CH:14]=[CH:13][C:12]([C:15](=[O:17])[CH3:16])=[CH:11][CH:10]=2)[CH:5]=[CH:6][C:7]=1[O:8][CH:28]([CH3:35])[CH2:29][CH2:30][CH2:31][CH2:32][CH2:33][CH3:34] |f:2.3|. Procedure: The above 3'-bromo-4'-hydroxy-4-acetylbiphenyl (200 g) was treated with 1.2 times equivalents of R 1-methylheptyl p-toluenesulfonate and potassium hydroxide in 97% ethanol (1 l) for 6 hours under reflux. The reaction mixture was worked up in a usual way to obtain crude oily 3'-bromo-4'-(1-methylheptyloxy)-4-acetylbiphenyl (163 g). Starting materials: Cl.Cl.CC1=C(C(=CC=C1)C)N(C(CC=1SC=CC1)=O)C1CCN(CC1)CCC (N-(2,6-dimethylphenyl)-N-(1-propyl-4-piperidinyl)-2-thiopheneacetamide dihydrochloride), C(O)([O-])=O.[Na+] (sodium hydrogen carbonate). Run at temperature -10 celsius. Product: CC1=C(C(=CC=C1)C)N(C(CC=1SC=CC1)=O)C1CCN(CC1)CCC (N-(2,6-dimethylphenyl)-N-(1-propyl-4-piperidinyl)-2-thiopheneacetamide). As a reaction SMILES: Cl.Cl.[CH3:3][C:4]1[CH:9]=[CH:8][CH:7]=[C:6]([CH3:10])[C:5]=1[N:11]([CH:20]1[CH2:25][CH2:24][N:23]([CH2:26][CH2:27][CH3:28])[CH2:22][CH2:21]1)[C:12](=[O:19])[CH2:13][C:14]1[S:15][CH:16]=[CH:17][CH:18]=1.C(=O)([O-])O.[Na+]>>[CH3:3][C:4]1[CH:9]=[CH:8][CH:7]=[C:6]([CH3:10])[C:5]=1[N:11]([CH:20]1[CH2:21][CH2:22][N:23]([CH2:26][CH2:27][CH3:28])[CH2:24][CH2:25]1)[C:12](=[O:19])[CH2:13][C:14]1[S:15][CH:16]=[CH:17][CH:18]=1 |f:0.1.2,3.4|. Procedure: From an aqueous solution of 2.8 parts of N-(2,6-dimethylphenyl)-N-(1-propyl-4-piperidinyl)-2-thiopheneacetamide dihydrochloride, the free base is liberated by alkalization with sodium hydrogen carbonate solution. The free base is extracted with 1,1'-oxybisethane. The extract is dried and evaporated. The oily residue is dissolved in 56 parts of hexane and after cooling to -10° C., the solid free base is precipitated. It is filtered off and dried, yielding 1.6 parts of N-(2,6-dimethylphenyl)-N-(1-... Reactants: ClCCl, CCCC(NC(=O)C(CC(=O)N1CCOCC1)CC1(Cc2ccccc2)CC1)C(O)c1nc2ccccc2o1. The product is CCCC(NC(=O)C(CC(=O)N1CCOCC1)CC1(Cc2ccccc2)CC1)C(=O)c1nc2ccccc2o1. As a reaction SMILES: [Cl:40][CH2:41][Cl:42].[o:1]1[c:2]([CH:10]([CH:11]([CH2:12][CH2:13][CH3:14])[NH:15][C:16]([CH:17]([CH2:18][C:19](=[O:20])[N:21]2[CH2:22][CH2:23][O:24][CH2:25][CH2:26]2)[CH2:27][C:28]2([CH2:31][c:32]3[cH:33][cH:34][cH:35][cH:36][cH:37]3)[CH2:29][CH2:30]2)=[O:38])[OH:39])[n:3][c:4]2[c:5]1[cH:6][cH:7][cH:8][cH:9]2>>[o:1]1[c:2]([C:10]([CH:11]([CH2:12][CH2:13][CH3:14])[NH:15][C:16]([CH:17]([CH2:18][C:19](=[O:20])[N:21]2[CH2:22][CH2:23][O:24][CH2:25][CH2:26]2)[CH2:27][C:28]2([CH2:31][c:32]3[cH:33][cH:34][cH:35][cH:36][cH:37]3)[CH2:29][CH2:30]2)=[O:38])=[O:39])[n:3][c:4]2[c:5]1[cH:6][cH:7][cH:8][cH:9]2. Starting materials: CC(C)S(=O)(=O)Cl (2-propanesulfonyl chloride), NC1=CC=C(C=C1)[C@H](C(=O)N)C ((2R)-2-(4-Aminophenyl)propanamide), amide. Solvent: N1=CC=CC=C1 (pyridine), CCOCC (Et2O). Reaction conditions: time 8 hour. Yields the product C(C)(C)S(=O)(=O)NC1=CC=C(C=C1)C(C(=O)N)C ((4-[(isopropylsulfonyl)amino]phenyl}propanamide). Yield: 81.0%. Reaction SMILES: [NH2:1][C:2]1[CH:7]=[CH:6][C:5]([C@@H:8]([CH3:12])[C:9]([NH2:11])=[O:10])=[CH:4][CH:3]=1.[CH3:13][CH:14]([S:16](Cl)(=[O:18])=[O:17])[CH3:15]>N1C=CC=CC=1.CCOCC>[CH:14]([S:16]([NH:1][C:2]1[CH:3]=[CH:4][C:5]([CH:8]([CH3:12])[C:9]([NH2:11])=[O:10])=[CH:6][CH:7]=1)(=[O:18])=[O:17])([CH3:15])[CH3:13]. Procedure: (2R)-2-(4-Aminophenyl)propanamide (0.5 g, 3.05 mmol) was dissolved in pyridine (2 mL) and 2-propanesulfonyl chloride (0.53 mL, 3.66 mmol) was added. The resulting solution was refluxed for 4 h and left overnight at room temperature. After the complete disappearance of the starting amide, the solution was diluted with Et2O (10 mL) and the organic layer washed with 1N HCl (2×5 mL), with H2O (2×5 mL), dried over Na2SO4, filtered and evaporated under vacuum to give (2R)-2-{(4-[(isopropylsulfonyl)ami...